The task is: describe an organic reaction: reactants, conditions, products, and yield. This data is from the Open Reaction Database (ORD), a public repository of structured organic reaction records. The reactants are CN1CCN(c2cccc3cc(Br)cnc23)CC1, O=C([O-])O, CN(C)C=O, ClCCl, [Cu]I, CN1CCN(c2cccc3cc(I)cnc23)CC1, [Na+], [Na], O=S(=O)(O)c1ccccc1. Yields the product CN1CCN(c2cccc3cc(S(=O)(=O)c4ccccc4)cnc23)CC1. Reaction SMILES: [Br:19][c:20]1[cH:21][n:22][c:23]2[c:24]([cH:25]1)[cH:26][cH:27][cH:28][c:29]2[N:30]1[CH2:31][CH2:32][N:33]([CH3:34])[CH2:35][CH2:36]1.[C:48](=[O:49])([O-:50])[OH:51].[CH3:53][N:54]([CH3:55])[CH:56]=[O:57].[Cl:60][CH2:61][Cl:62].[Cu:58][I:59].[I:1][c:2]1[cH:3][n:4][c:5]2[c:6]([N:12]3[CH2:13][CH2:14][N:15]([CH3:18])[CH2:16][CH2:17]3)[cH:7][cH:8][cH:9][c:10]2[cH:11]1.[Na+:52].[Na:37].[c:38]1([S:44](=[O:45])(=[O:46])[OH:47])[cH:39][cH:40][cH:41][cH:42][cH:43]1>>[c:2]1([S:44]([c:38]2[cH:39][cH:40][cH:41][cH:42][cH:43]2)(=[O:45])=[O:46])[cH:3][n:4][c:5]2[c:6]([N:12]3[CH2:13][CH2:14][N:15]([CH3:18])[CH2:16][CH2:17]3)[cH:7][cH:8][cH:9][c:10]2[cH:11]1. The reactants are CCOC(=O)CCc1ccc(-c2nc3cc(OC)cc(OC)c3c(=O)[nH]2)cc1, C1CCOC1, CO, [K+], [OH-], O. Product: COc1cc(OC)c2c(=O)[nH]c(-c3ccc(CCC(=O)O)cc3)nc2c1. RXN SMILES: [CH2:1]([CH3:2])[O:3][C:4]([CH2:5][CH2:6][c:7]1[cH:8][cH:9][c:10](-[c:13]2[n:14][c:15]3[cH:16][c:17]([O:26][CH3:27])[cH:18][c:19]([O:24][CH3:25])[c:20]3[c:21](=[O:23])[nH:22]2)[cH:11][cH:12]1)=[O:28].[CH2:29]1[O:30][CH2:31][CH2:32][CH2:33]1.[CH3:34][OH:35].[K+:37].[OH-:36].[OH2:38]>>[O:3]=[C:4]([CH2:5][CH2:6][c:7]1[cH:8][cH:9][c:10](-[c:13]2[n:14][c:15]3[cH:16][c:17]([O:26][CH3:27])[cH:18][c:19]([O:24][CH3:25])[c:20]3[c:21](=[O:23])[nH:22]2)[cH:11][cH:12]1)[OH:28]. Starting materials: C[C@@H]1CCC(=C(C)C)C(=O)C1 (pulegone), enolate, CI (methyl iodide), tosylhydrazone, 3R-pulegone, C(C)(C)[N-]C1CCCCC1.[Li+] (lithium isopropylcyclohexylamide). The product is CC1C(C(CCC1C)=C(C)C)=O (2,3-dimethyl-6-isopropylidene cyclohexanone), by-product 79. Isolated yield 72.0%. RXN SMILES: [CH3:1][C@H:2]1[CH2:11][C:9](=[O:10])[C:5](=[C:6]([CH3:8])[CH3:7])[CH2:4][CH2:3]1.[CH:12]([N-]C1CCCCC1)(C)C.[Li+].CI>>[CH3:12][CH:11]1[CH:2]([CH3:1])[CH2:3][CH2:4][C:5](=[C:6]([CH3:7])[CH3:8])[C:9]1=[O:10] |f:1.2|. Procedure: The regioisomeric problem upon fragmentation of the tosylhydrazone (i.e., production of mix 74/75) was overcome by increased substitution for increased selectivity. Therefore 3R-pulegone was used as a starting material for synthesis (Scheme VIII). The enolate of pulegone was generated with lithium isopropylcyclohexylamide (LICA) and alkylated with methyl iodide to furnish mainly 2,3-dimethyl-6-isopropylidene cyclohexanone 78 along with by-product 79, ##STR51## which was previously observed by Re... The reactants are CCCCCC (hexane), C(C)(=O)O (acetic acid), C(C)(=O)OCC=1C=C2C(N(C(=NC2=CC1)CCCC)CC1=CC=C(C=C1)C1=C(C=CC=C1)C1=NN=NN1)=O (6-Acetoxymethyl-2-butyl-3-[(2'-(tetrazol-5-yl)biphen-4-yl)methyl]quinazolin-4(3H)-one), [OH-].[Na+] (NaOH). Run in CO (MeOH). Product: C(CCC)C1=NC2=CC=C(C=C2C(N1CC1=CC=C(C=C1)C1=C(C=CC=C1)C1=NN=NN1)=O)CO (2-Butyl-6-hydroxymethyl-3-[(2'-(tetrazol-5-yl)biphen-4-yl)methyl]quinazolin-4(3H)-one). The yield is 94.7%. RXN SMILES: C([O:4][CH2:5][C:6]1[CH:7]=[C:8]2[C:13](=[CH:14][CH:15]=1)[N:12]=[C:11]([CH2:16][CH2:17][CH2:18][CH3:19])[N:10]([CH2:20][C:21]1[CH:26]=[CH:25][C:24]([C:27]3[CH:32]=[CH:31][CH:30]=[CH:29][C:28]=3[C:33]3[NH:37][N:36]=[N:35][N:34]=3)=[CH:23][CH:22]=1)[C:9]2=[O:38])(=O)C.[OH-].[Na+].CCCCCC.C(O)(=O)C>CO>[CH2:16]([C:11]1[N:10]([CH2:20][C:21]2[CH:22]=[CH:23][C:24]([C:27]3[CH:32]=[CH:31][CH:30]=[CH:29][C:28]=3[C:33]3[NH:34][N:35]=[N:36][N:37]=3)=[CH:25][CH:26]=2)[C:9](=[O:38])[C:8]2[C:13](=[CH:14][CH:15]=[C:6]([CH2:5][OH:4])[CH:7]=2)[N:12]=1)[CH2:17][CH2:18][CH3:19] |f:1.2|. Reported procedure: A solution of 0.2 g (0.38 mmol) of the product of Example 63 was dissolved in 5 mL of MeOH and was treated with 1 mL of 1N NaOH (1.0 mmol) and stirred over night. The resulting solution was extracted with EtOAc (3×10 mL). The organic phase was washed with water (2×5 mL) and brine (1×5 mL) and dried over MgSO4. The mixture was filtered and concentrated in vacuo and the residue was purified by flash chromatography over silica gel eluting with 80:19:1 EtOAc: hexane:acetic acid to give 0.17 g (0.36 ...